This data is from the Open Reaction Database (ORD), a public repository of structured organic reaction records. The task is: describe an organic reaction: reactants, conditions, products, and yield The reactants are CCN=C=NCCCN(C)C (WSC), C(C1=CC=CC=C1)P(=O)(CC1=CC=CC=C1)N[C@@H](C)C(=O)N1[C@H](C(=O)O)CCC1 (Dibenzylphosphoryl-L-alanyl-L-proline), ON1N=NC2=C1C=CC=C2 (1-hydroxybenzotriazol), C1(=CC=C(C=C1)S(=O)(=O)O)C.C(C1=CC=CC=C1)OC([C@@H](N)C)=O (L-alanine benzylester p-toluene sulfonate). Solvent: CN(C)C=O (DMF), C(C)(=O)OCC (ethyl acetate). Reaction conditions: temperature -15 celsius, time 3 hour. The product is C(C1=CC=CC=C1)OC([C@@H](NC([C@H]1N(CCC1)C([C@@H](NP(=O)(CC1=CC=CC=C1)CC1=CC=CC=C1)C)=O)=O)C)=O (dibenzylphosphoryl-L-alanyl-L-prolyl-L-alanine benzylester). As a reaction SMILES: [CH2:1]([P:8]([NH:17][C@H:18]([C:20]([N:22]1[CH2:29][CH2:28][CH2:27][C@H:23]1[C:24](O)=[O:25])=[O:21])[CH3:19])([CH2:10][C:11]1[CH:16]=[CH:15][CH:14]=[CH:13][CH:12]=1)=[O:9])[C:2]1[CH:7]=[CH:6][CH:5]=[CH:4][CH:3]=1.ON1C2C=CC=CC=2N=N1.C1(C)C=CC(S(O)(=O)=O)=CC=1.[CH2:51]([O:58][C:59](=[O:63])[C@H:60]([CH3:62])[NH2:61])[C:52]1[CH:57]=[CH:56][CH:55]=[CH:54][CH:53]=1.CCN=C=NCCCN(C)C>CN(C=O)C.C(OCC)(=O)C>[CH2:51]([O:58][C:59](=[O:63])[C@H:60]([CH3:62])[NH:61][C:24](=[O:25])[C@@H:23]1[CH2:27][CH2:28][CH2:29][N:22]1[C:20](=[O:21])[C@H:18]([CH3:19])[NH:17][P:8]([CH2:1][C:2]1[CH:3]=[CH:4][CH:5]=[CH:6][CH:7]=1)([CH2:10][C:11]1[CH:12]=[CH:13][CH:14]=[CH:15][CH:16]=1)=[O:9])[C:52]1[CH:57]=[CH:56][CH:55]=[CH:54][CH:53]=1 |f:2.3|. Procedure details: Dibenzylphosphoryl-L-alanyl-L-proline (1.4 g, 3.2 m mole), 1-hydroxybenzotriazol (476 mg, 3.5 m mole) and L-alanine benzylester p-toluene sulfonate (1.3 g, 3.5 m mole) were dissolved in DMF (5 ml), and WSC (0.64 ml) was added thereto while cooling to -15° C. The reaction was continued for 3 hours under cooling and then overnight at room temperature, and ethyl acetate (100 ml) was added thereto. The mixture was washed with 1N hydrochloric acid, 5% sodium bicarbonate and water in order, and dried ... Starting materials: N1(CCCCC1)[C@H]1CN(CC1)C=1SC2=C(N1)C=CC(=C2)O ((R)-2-(3-(piperidin-1-yl)pyrrolidin-1-yl)benzo[d]thiazol-6-ol), ClC1=NC=C(C(=O)NC)C=C1 (6-chloro-N-methylnicotinamide), C(=O)([O-])[O-].[K+].[K+] (K2CO3). Run in CN(C=O)C (N,N-dimethylformamide), C(Cl)Cl (CH2Cl2). Run at temperature 100 celsius. Yields the product CNC(C1=CN=C(C=C1)OC1=CC2=C(N=C(S2)N2C[C@@H](CC2)N2CCCCC2)C=C1)=O ((R)—N-methyl-6-(2-(3-(piperidin-1-yl)pyrrolidin-1-yl)benzo[d]thiazol-6-yloxy)nicotinamide). Reaction SMILES: [N:1]1([C@@H:7]2[CH2:11][CH2:10][N:9]([C:12]3[S:13][C:14]4[CH:20]=[C:19]([OH:21])[CH:18]=[CH:17][C:15]=4[N:16]=3)[CH2:8]2)[CH2:6][CH2:5][CH2:4][CH2:3][CH2:2]1.Cl[C:23]1[CH:32]=[CH:31][C:26]([C:27]([NH:29][CH3:30])=[O:28])=[CH:25][N:24]=1.C([O-])([O-])=O.[K+].[K+]>CN(C)C=O.C(Cl)Cl>[CH3:30][NH:29][C:27](=[O:28])[C:26]1[CH:31]=[CH:32][C:23]([O:21][C:19]2[CH:18]=[CH:17][C:15]3[N:16]=[C:12]([N:9]4[CH2:10][CH2:11][C@@H:7]([N:1]5[CH2:6][CH2:5][CH2:4][CH2:3][CH2:2]5)[CH2:8]4)[S:13][C:14]=3[CH:20]=2)=[N:24][CH:25]=1 |f:2.3.4|. Procedure details: A mixture of (R)-2-(3-(piperidin-1-yl)pyrrolidin-1-yl)benzo[d]thiazol-6-ol (Example 47, 20 mg, 0.066 mmol), 6-chloro-N-methylnicotinamide (Example 71A, 11 mg, 0.066 mmol) and K2CO3 (27 mg, 0.20 mmol) in N,N-dimethylformamide (0.25 mL) was heated to 100° C. for 1 hour, cooled, diluted with CH2Cl2, filtered, and concentrated. The residue was purified by HPLC as described in Example 66. The product was further purified by chromatography on silica gel eluting with a gradient of 2 to 10% (9:1 methano...